Dataset: the Open Reaction Database (ORD), a public repository of structured organic reaction records. Task: describe an organic reaction: reactants, conditions, products, and yield Starting materials: ClC=1C=CC2=C(C(=NCC(=N2)NN)C2=C(C=CC=C2)Cl)C1 (7-chloro-5-(o-chlorophenyl)-2-hydrazino-3H-1,4-benzodiazepine), CO.C1=CC=CC=C1 (methanol benzene), 7-chloro-2-[(2-chloro-1-methylethylidene)hydrazinoe]-5-(o-chlorophenyl)-3H-1,4-benzodiazepine, O1CCCC1 (tetrahydrofuran), ClCC(C)=O (chloropropanone). The solvent is CCOCC (ether). Yields the product ClC=1C=CC2=C(C(=NCC(=N2)NN=C(CCl)C)C2=C(C=CC=C2)Cl)C1 (7-Chloro-2-[(2-chloro-1-methylethylidene)-hydrazino]-5-(o-chlorophenyl)-3H-1,4-benzodiazepine). As a reaction SMILES: [Cl:1][C:2]1[CH:3]=[CH:4][C:5]2[N:11]=[C:10]([NH:12][NH2:13])[CH2:9][N:8]=[C:7]([C:14]3[CH:19]=[CH:18][CH:17]=[CH:16][C:15]=3[Cl:20])[C:6]=2[CH:21]=1.O1CCCC1.[Cl:27][CH2:28][C:29](=O)[CH3:30].CO.C1C=CC=CC=1>CCOCC>[Cl:1][C:2]1[CH:3]=[CH:4][C:5]2[N:11]=[C:10]([NH:12][N:13]=[C:29]([CH3:30])[CH2:28][Cl:27])[CH2:9][N:8]=[C:7]([C:14]3[CH:19]=[CH:18][CH:17]=[CH:16][C:15]=3[Cl:20])[C:6]=2[CH:21]=1 |f:3.4|. Procedure details: A mixture of 3.19 g. (0.01 mole) of 7-chloro-5-(o-chlorophenyl)-2-hydrazino-3H-1,4-benzodiazepine and 100 ml. of tetrahydrofuran, under nitrogen, was cooled to 0° C. and 1 ml. of chloropropanone was slowly added with stirring. The mixture was allowed to warm to room temperature; after one-half hour all the solid had dissolved. After stirring for a total of 2 hours, thin layer chromatography (SiO2, 20% methanol/benzene) showed essentially one spot. Evaporation at room temperature in vacuo gave a ... The reactants are COC(C1=C(N=C(C=C1C)C1=CC(=CC=C1)C(F)(F)F)OC)=O (2-methoxy-4-methyl-6-(3-trifluoromethyl-phenyl)-nicotinic acid methyl ester), ClC1=C(C=C(C(=N1)C(=O)N1CCC(CC1)N1CCCC1)C)C1=CC(=CC=C1)C(F)(F)F ([6-Chloro-3-methyl-5-(3-trifluoromethyl-phenyl)-pyridin-2-yl]-(4-pyrrolidin-1-yl-piperidin-1-yl)-methanone), N1=CC(=CC=C1)B(O)O (pyridine-3-yl-boronic acid). The product is CC=1C=C(C(=NC1C(=O)N1CCC(CC1)N1CCCC1)C=1C=NC=CC1)C1=CC(=CC=C1)C(F)(F)F ([5-Methyl-3-(3-trifluoromethyl-phenyl)-[2,3′]bipyridinyl-6-yl]-(4-pyrrolidin-1-yl-piperidin-1-yl)-methanone). Reaction SMILES: COC(=O)[C:4]1[C:9](C)=[CH:8][C:7](C2C=CC=C(C(F)(F)F)C=2)=[N:6][C:5]=1OC.Cl[C:25]1[N:30]=[C:29]([C:31]([N:33]2[CH2:38][CH2:37][CH:36]([N:39]3[CH2:43][CH2:42][CH2:41][CH2:40]3)[CH2:35][CH2:34]2)=[O:32])[C:28]([CH3:44])=[CH:27][C:26]=1[C:45]1[CH:50]=[CH:49][CH:48]=[C:47]([C:51]([F:54])([F:53])[F:52])[CH:46]=1.N1C=CC=C(B(O)O)C=1>>[CH3:44][C:28]1[CH:27]=[C:26]([C:45]2[CH:50]=[CH:49][CH:48]=[C:47]([C:51]([F:54])([F:53])[F:52])[CH:46]=2)[C:25]([C:4]2[CH:5]=[N:6][CH:7]=[CH:8][CH:9]=2)=[N:30][C:29]=1[C:31]([N:33]1[CH2:38][CH2:37][CH:36]([N:39]2[CH2:43][CH2:42][CH2:41][CH2:40]2)[CH2:35][CH2:34]1)=[O:32]. Procedure details: In analogy to the procedure described for the preparation of intermediate 5C, [6-chloro-3-methyl-5-(3-trifluoromethyl-phenyl)-pyridin-2-yl]-(4-pyrrolidin-1-yl-piperidin-1-yl)-methanone (example 3) was reacted with pyridine-3-yl-boronic acid to give the title compound as colorless oil. MS: 495.3 (MH+). Reactants: FC1=CC=C(C=C1)C1(NC1C)C1=CC=C(C=C1)F (2,2-bis(4-fluorophenyl)-3-methylaziridine), [N-]=[N+]=[N-].[Na+] (sodium azide), [Cl-].[NH4+] (ammonium chloride). Run in CO (methanol), O (water), C(C)(=O)OCC (ethyl acetate). Conditions: temperature 60 celsius, time 40 hour. The product is FC1=CC=C(C=C1)C(C(C)N)(N)C1=CC=C(C=C1)F (1,1-bis(4-fluorophenyl)-1,2-propanediamine), N(=[N+]=[N-])C(C(C)N)(C1=CC=C(C=C1)F)C1=CC=C(C=C1)F (1-azido-1,1-bis(4-fluorophenyl)-2-propaneamine). The yield is 124.9%. As a reaction SMILES: [F:1][C:2]1[CH:7]=[CH:6][C:5]([C:8]2([C:12]3[CH:17]=[CH:16][C:15]([F:18])=[CH:14][CH:13]=3)[CH:10]([CH3:11])[NH:9]2)=[CH:4][CH:3]=1.[N-:19]=[N+:20]=[N-:21].[Na+].[Cl-].[NH4+]>CO.O.C(OCC)(=O)C>[F:1][C:2]1[CH:7]=[CH:6][C:5]([C:8]([C:12]2[CH:17]=[CH:16][C:15]([F:18])=[CH:14][CH:13]=2)([NH2:19])[CH:10]([NH2:9])[CH3:11])=[CH:4][CH:3]=1.[N:19]([C:8]([C:12]1[CH:17]=[CH:16][C:15]([F:18])=[CH:14][CH:13]=1)([C:5]1[CH:6]=[CH:7][C:2]([F:1])=[CH:3][CH:4]=1)[CH:10]([NH2:9])[CH3:11])=[N+:20]=[N-:21] |f:1.2,3.4|. Procedure: The above-mentioned aziridine compound (342 mg) was dissolved in mixture of methanol (10 mL) and water (2 mL), and sodium azide (439 mg) and ammonium chloride (155 mg) were added to the solution. The mixture was stirred at 60° C. for 40 hours. After the reaction mixture was cooled by standing, the reaction mixture was diluted with ethyl acetate, and the dilution was washed with saturated sodium hydrogen carbonate aqueous solution, water and saturated sodium chloride aqueous solution in this orde... Starting materials: ClC1=C(C=CC=C1[N+](=O)[O-])C1C(=C(NC(=C1C(=O)OCCOC)C)C)C(=O)OC(C)C (isopropyl 2-methoxy-ethyl 4-(2-chloro-3-nitrophenyl)-1,4-dihydro-2,6-dimethyl-pyridine-3,5-dicarboxylate), ClC1=C(C=O)C=CC=C1[N+](=O)[O-] (2-chloro-3-nitrobenzaldehyde), N\C(=C/C(=O)OC(C)C)\C (isopropyl β-aminocrotonate), C(CC(=O)C)(=O)OCCOC (methoxyethyl acetoacetate). Run in CC(C)O (2-propanol). Product: NC=1C(=C(C=CC1)C1C(=C(NC(=C1C(=O)OCCOC)C)C)C(=O)OC(C)C)Cl (Isopropyl 2-methoxyethyl 4-(3-amino-2-chloro-phenyl)-1,4-dihydro-2,6-dimethyl-pyridine-3,5-dicarboxylate). As a reaction SMILES: [Cl:1][C:2]1[C:7]([N+:8]([O-])=O)=[CH:6][CH:5]=[CH:4][C:3]=1[CH:11]1[C:16]([C:17]([O:19][CH2:20][CH2:21][O:22][CH3:23])=[O:18])=[C:15]([CH3:24])[NH:14][C:13]([CH3:25])=[C:12]1[C:26]([O:28][CH:29]([CH3:31])[CH3:30])=[O:27].ClC1C([N+]([O-])=O)=CC=CC=1C=O.N/C(/C)=C\C(OC(C)C)=O.C(OCCOC)(=O)CC(C)=O>CC(O)C>[NH2:8][C:7]1[C:2]([Cl:1])=[C:3]([CH:11]2[C:16]([C:17]([O:19][CH2:20][CH2:21][O:22][CH3:23])=[O:18])=[C:15]([CH3:24])[NH:14][C:13]([CH3:25])=[C:12]2[C:26]([O:28][CH:29]([CH3:30])[CH3:31])=[O:27])[CH:4]=[CH:5][CH:6]=1. Reported procedure: Isopropyl 2-methoxyethyl 4-(3-amino-2-chloro-phenyl)-1,4-dihydro-2,6-dimethyl-pyridine-3,5-dicarboxylate ##STR31## 27.5 g (61 mmol, purity 96.5%) of isopropyl 2-methoxy-ethyl 4-(2-chloro-3-nitrophenyl)-1,4-dihydro-2,6-dimethyl-pyridine-3,5-dicarboxylate, obtained by reaction of equimolar amounts of 2-chloro-3-nitrobenzaldehyde, isopropyl β-aminocrotonate and methoxyethyl acetoacetate in 2-propanol at the reflux temperature, are suspended in 500 ml of methanol and hydrogenated in the presence of ... Starting materials: BrBr, ClCCl, O=C(O)C1CCc2ccccc21, ClC(Cl)(Cl)Cl, Cl. The product is O=C(O)C1CCc2ccc(Br)cc21. RXN SMILES: [Br:13][Br:14].[CH2:21]([Cl:22])[Cl:23].[CH:1]1([C:10](=[O:11])[OH:12])[CH2:2][CH2:3][c:4]2[cH:5][cH:6][cH:7][cH:8][c:9]21.[Cl:16][C:17]([Cl:18])([Cl:19])[Cl:20].[ClH:15]>>[CH:1]1([C:10](=[O:11])[OH:12])[CH2:2][CH2:3][c:4]2[cH:5][cH:6][c:7]([Br:13])[cH:8][c:9]21.